This data is from the Open Reaction Database (ORD), a public repository of structured organic reaction records. The task is: describe an organic reaction: reactants, conditions, products, and yield Reactants: C(C)[SiH](CC)CC (triethylsilane), BrC=1C=C(C=CC1)C(O)C=1SC(=CC1)CC ((3-bromophenyl) (5-ethyl-2-thienyl) methanol), C([O-])([O-])=O.[K+].[K+] (potassium carbonate). Run in C(C)#N (acetonitrile). Conditions: time 2 hour. The product is BrC=1C=C(CC=2SC(=CC2)C)C=CC1 (2-(3-bromobenzyl)-5-methylthiophene). RXN SMILES: C([SiH](CC)CC)C.[Br:8][C:9]1[CH:10]=[C:11]([CH:15]([C:17]2[S:18][C:19]([CH2:22]C)=[CH:20][CH:21]=2)O)[CH:12]=[CH:13][CH:14]=1.C(=O)([O-])[O-].[K+].[K+]>C(#N)C>[Br:8][C:9]1[CH:10]=[C:11]([CH:12]=[CH:13][CH:14]=1)[CH2:15][C:17]1[S:18][C:19]([CH3:22])=[CH:20][CH:21]=1 |f:2.3.4|. Procedure: 1,3-Dibromobenzene (25 g) and a solution of a Grignard reagent prepared using metal magnesium in ether (50 ml) were added to a solution of 5-ethylthiophene-2-carboxyaldehyde (5.0 g) in tetrahydrofuran (50 ml) at 0° C., and the mixture was stirred for one hour. The reaction mixture was poured into ice-cooled water and extracted with ethyl acetate. The organic layer was washed with saturated saline solution and dried over anhydrous sodium sulfate. After filtration, the solvent was evaporated from ... The reactants are CCN(C(C)C)C(C)C, ClCCl, Cl, O=C(O)c1cccc(N=C=S)c1, CCOC(=O)CNN. Product: NN1CC(=O)N(c2cccc(C(=O)O)c2)C1=S. Reaction SMILES: [CH:13]([N:14]([CH:15]([CH3:16])[CH3:17])[CH2:18][CH3:19])([CH3:20])[CH3:21].[Cl:31][CH2:32][Cl:33].[ClH:22].[N:1](=[C:2]=[S:3])[c:4]1[cH:5][c:6]([C:7](=[O:8])[OH:9])[cH:10][cH:11][cH:12]1.[NH:23]([NH2:24])[CH2:25][C:26](=[O:27])[O:28][CH2:29][CH3:30]>>[N:1]1([c:4]2[cH:5][c:6]([C:7](=[O:8])[OH:9])[cH:10][cH:11][cH:12]2)[C:2](=[S:3])[N:23]([NH2:24])[CH2:25][C:26]1=[O:27]. Reactants: N1CCCCC1 (piperidine), C(O)([O-])=O.[Na+] (Sodium hydrogen carbonate), Cl.COC(=O)[C@@H]1CC[C@H](CC1)CN (Trans-4-aminomethylcyclohexanecarboxylic acid methyl ester hydrochloride), C1=CC=CC=2C3=CC=CC=C3C(C12)COC(=O)N=C=S (9-fluorenylmethoxycarbonyl isothiocyanate). Run in C(Cl)(Cl)Cl (chloroform). Conditions: time 16 hour. Yields the product COC(=O)C1(CCCCC1)C (methylcyclohexane carboxylic acid methyl ester). Yield: 99.2%. As a reaction SMILES: [C:1](=O)([O-])O.[Na+].Cl.[CH3:7][O:8][C:9]([C@H:11]1[CH2:16][CH2:15][C@H:14](CN)[CH2:13][CH2:12]1)=[O:10].C1C2C(COC(N=C=S)=O)C3C(=CC=CC=3)C=2C=CC=1.N1CCCCC1>C(Cl)(Cl)Cl>[CH3:7][O:8][C:9]([C:11]1([CH3:1])[CH2:12][CH2:13][CH2:14][CH2:15][CH2:16]1)=[O:10] |f:0.1,2.3|. Procedure: Sodium hydrogen carbonate (1.68 g, 20.0 mmol) was added to a solution of trans-4-aminomethyl cyclohexanecarboxylic acid methyl ester hydrochloride (2.07 g, 10.0 mmol) obtained in Step 1, 9-fluorenylmethoxycarbonyl isothiocyanate (2.81 g, 10.0 mmol) in chloroform (40 ml) while ice-cooled. The reaction solution was stirred at room temperature for 16 hours, piperidine (5 ml, 50 mmol) was added, and the mixture was stirred at room temperature for further 6 hours. Trans-4-thiouredide methylcyclohexan... The reactants are N[C@H]1CC[C@H](CC1)NC(=O)C1=CNC2=C1N=CN=C2C2=C(C=C(C=C2)OC)OCC2CC2 (cis-4-(2-cyclopropylmethoxy-4-methoxy-phenyl)-5H-pyrrolo[3,2-d]pyrimidine-7-carboxylic acid (4-amino-cyclohexyl)-amide), C1(CC1)C(=O)Cl (cyclopropanecarbonyl chloride). Product: C1(CC1)C(=O)N[C@H]1CC[C@H](CC1)NC(=O)C1=CNC2=C1N=CN=C2C2=C(C=C(C=C2)OC)OCC2CC2 (cis-4-(2-Cyclopropylmethoxy-4-methoxy-phenyl)-5H-pyrrolo[3,2-d]pyrimidine-7-carboxylic acid [4-(cyclopropanecarbonyl-amino)cyclohexyl]-amide). Reaction SMILES: [NH2:1][C@@H:2]1[CH2:7][CH2:6][C@H:5]([NH:8][C:9]([C:11]2[C:15]3[N:16]=[CH:17][N:18]=[C:19]([C:20]4[CH:25]=[CH:24][C:23]([O:26][CH3:27])=[CH:22][C:21]=4[O:28][CH2:29][CH:30]4[CH2:32][CH2:31]4)[C:14]=3[NH:13][CH:12]=2)=[O:10])[CH2:4][CH2:3]1.[CH:33]1([C:36](Cl)=[O:37])[CH2:35][CH2:34]1>>[CH:33]1([C:36]([NH:1][C@@H:2]2[CH2:7][CH2:6][C@H:5]([NH:8][C:9]([C:11]3[C:15]4[N:16]=[CH:17][N:18]=[C:19]([C:20]5[CH:25]=[CH:24][C:23]([O:26][CH3:27])=[CH:22][C:21]=5[O:28][CH2:29][CH:30]5[CH2:31][CH2:32]5)[C:14]=4[NH:13][CH:12]=3)=[O:10])[CH2:4][CH2:3]2)=[O:37])[CH2:35][CH2:34]1. Reported procedure: Starting from cis-4-(2-cyclopropylmethoxy-4-methoxy-phenyl)-5H-pyrrolo[3,2-d]pyrimidine-7-carboxylic acid (4-amino-cyclohexyl)-amide (example A151) and cyclopropanecarbonyl chloride the title compound is obtained as colorless solid.